This data is from the Open Reaction Database (ORD), a public repository of structured organic reaction records. The task is: describe an organic reaction: reactants, conditions, products, and yield Reactants: [BH4-], CCCCc1nc(Cl)c(C=O)n1Cc1ccc(-c2ccccc2S(=O)(=O)NC(=O)CNC(=O)OC(C)(C)C)cc1, CCO, [Na+]. Yields the product CCCCc1nc(Cl)c(CO)n1Cc1ccc(-c2ccccc2S(=O)(=O)NC(=O)CNC(=O)OC(C)(C)C)cc1. As a reaction SMILES: [BH4-:41].[C:1]([CH3:2])([CH3:3])([CH3:4])[O:5][C:6]([NH:7][CH2:8][C:9](=[O:10])[NH:11][S:12](=[O:13])(=[O:14])[c:15]1[c:16](-[c:21]2[cH:22][cH:23][c:24]([CH2:27][n:28]3[c:29]([CH2:36][CH2:37][CH2:38][CH3:39])[n:30][c:31]([Cl:35])[c:32]3[CH:33]=[O:34])[cH:25][cH:26]2)[cH:17][cH:18][cH:19][cH:20]1)=[O:40].[CH3:43][CH2:44][OH:45].[Na+:42]>>[C:1]([CH3:2])([CH3:3])([CH3:4])[O:5][C:6]([NH:7][CH2:8][C:9](=[O:10])[NH:11][S:12](=[O:13])(=[O:14])[c:15]1[c:16](-[c:21]2[cH:22][cH:23][c:24]([CH2:27][n:28]3[c:29]([CH2:36][CH2:37][CH2:38][CH3:39])[n:30][c:31]([Cl:35])[c:32]3[CH2:33][OH:34])[cH:25][cH:26]2)[cH:17][cH:18][cH:19][cH:20]1)=[O:40].